From a dataset of the Open Reaction Database (ORD), a public repository of structured organic reaction records. describe an organic reaction: reactants, conditions, products, and yield The reactants are FC(C(CCCCCC)O)(F)F (1,1,1-trifluoro-2-octanol), C(CCCCCCCCCC)C1=CC=C(C=C1)C1=CC=C(C=C1)C(=O)O (4'-n-undecylbiphenyl-4-carboxylic acid), C(CCCCCCCCC)OC=1C=C(C(=CC1)C1=CC=CC=C1)C(=O)O (4-n-decyloxybiphenylcarboxylic acid), C(CCCCCCCC)C1=CC=C(C=C1)C1=CC=C(C=C1)C(=O)O (4'-n-nonylbiphenyl-4-carboxylic acid), C(CCCCCCCCC)C1=CC=C(C=C1)C1=CC=C(C=C1)C(=O)O (4'-n-decylbiphenyl-4-carboxylic acid). Yields the product C(CCCCCCCCCC)C1=CC=C(C=C1)C1=CC=C(C=C1)C(=O)OC1=CC=C(C=C1)C(=O)OC(C(F)(F)F)CCCCCC (4-(1,1,1-trifluoro-2-octyloxycarbonyl)phenyl 4'-n-undecylbiphenyl-4-carboxylate). As a reaction SMILES: [F:1][C:2]([F:12])([F:11])[CH:3]([OH:10])[CH2:4][CH2:5][CH2:6][CH2:7][CH2:8][CH3:9].C(C1C=CC([C:28]2[CH:33]=[CH:32][C:31]([C:34](O)=[O:35])=[CH:30][CH:29]=2)=CC=1)CCCCCCCC.C(C1C=CC(C2C=CC(C(O)=O)=CC=2)=CC=1)CCCCCCCCC.[CH2:62]([C:73]1[CH:78]=[CH:77][C:76]([C:79]2[CH:84]=[CH:83][C:82]([C:85]([OH:87])=[O:86])=[CH:81][CH:80]=2)=[CH:75][CH:74]=1)[CH2:63][CH2:64][CH2:65][CH2:66][CH2:67][CH2:68][CH2:69][CH2:70][CH2:71][CH3:72].C(OC1C=C(C(O)=O)C(C2C=CC=CC=2)=CC=1)CCCCCCCCC>>[CH2:62]([C:73]1[CH:74]=[CH:75][C:76]([C:79]2[CH:84]=[CH:83][C:82]([C:85]([O:87][C:28]3[CH:33]=[CH:32][C:31]([C:34]([O:10][CH:3]([CH2:4][CH2:5][CH2:6][CH2:7][CH2:8][CH3:9])[C:2]([F:11])([F:12])[F:1])=[O:35])=[CH:30][CH:29]=3)=[O:86])=[CH:81][CH:80]=2)=[CH:77][CH:78]=1)[CH2:63][CH2:64][CH2:65][CH2:66][CH2:67][CH2:68][CH2:69][CH2:70][CH2:71][CH3:72]. Procedure: Example 1s were repeated except that optically active 1,1,1-trifluoro-2-octanol was used in place of the 1,1,1-trifluoro-2-decanol used in example 1,1, and 4'-n-nonylbiphenyl-4-carboxylic acid, 4'-n-decylbiphenyl-4-carboxylic acid and 4'-n-undecylbiphenyl-4-carboxylic acid were used in place of the 4-n-decyloxybiphenylcarboxylic acid to obtain the titled compounds, respectively. Starting materials: [H-].[Na+] (sodium hydride), C(CCC)C=1N(C(NN1)=O)CC1=CC=C(C=C1)C1=C(C=CC=C1)C#N (5-n-butyl-4-[(2'-cyanobiphenyl-4-yl)methyl]-2,4-dihydro-3H-1,2,4-triazol-3-one), CC1=CC=C(CBr)C=C1 (4-methylbenzyl bromide). Yields the product crude product, C(CCC)C=1N(C(N(N1)CC1=CC=C(C=C1)C)=O)CC1=CC=C(C=C1)C1=C(C=CC=C1)C#N (5-n-Butyl-4-[(2'-cyanobiphenyl-4-yl)methyl]-2,4-dihydro-2-(4-methylbenzyl)-3H-1,2,4-triazol-3-one). The yield is 76.0%. Reaction SMILES: [CH2:1]([C:5]1[N:6]([CH2:11][C:12]2[CH:17]=[CH:16][C:15]([C:18]3[CH:23]=[CH:22][CH:21]=[CH:20][C:19]=3[C:24]#[N:25])=[CH:14][CH:13]=2)[C:7](=[O:10])[NH:8][N:9]=1)[CH2:2][CH2:3][CH3:4].[CH3:26][C:27]1[CH:34]=[CH:33][C:30]([CH2:31]Br)=[CH:29][CH:28]=1.[H-].[Na+]>>[CH2:1]([C:5]1[N:6]([CH2:11][C:12]2[CH:17]=[CH:16][C:15]([C:18]3[CH:23]=[CH:22][CH:21]=[CH:20][C:19]=3[C:24]#[N:25])=[CH:14][CH:13]=2)[C:7](=[O:10])[N:8]([CH2:26][C:27]2[CH:34]=[CH:33][C:30]([CH3:31])=[CH:29][CH:28]=2)[N:9]=1)[CH2:2][CH2:3][CH3:4] |f:2.3|. Procedure: The alkylation of 5-n-butyl-4-[(2'-cyanobiphenyl-4-yl)methyl]-2,4-dihydro-3H-1,2,4-triazol-3-one with 4-methylbenzyl bromide was carried out as described in Example 3, Step A, except that no excess sodium hydride was used. After work-up, flash chromatography of the crude product on silica gel (eluting with 0.6% methanol in CH2Cl2) provided a 76% yield of the title compound as a clear oil, homogeneous by TLC (98:2 CH2Cl2 --MeOH), mass spectrum (FAB) m/e 437 (M+1)+. Reactants: CC(C)(C)[O-], CC(C)(C)O, N#CCCl, [K+], O=C1CCOCC1. RXN SMILES: [CH3:12][C:13]([CH3:14])([O-:15])[CH3:16].[CH3:18][C:19]([OH:20])([CH3:21])[CH3:22].[Cl:8][CH2:9][C:10]#[N:11].[K+:17].[O:1]1[CH2:2][CH2:3][C:4](=[O:7])[CH2:5][CH2:6]1>>[O:1]1[CH2:2][CH2:3][C:4]2([CH2:5][CH2:6]1)[O:7][CH:9]2[C:10]#[N:11]. Yields the product N#CC1OC12CCOCC2. Starting materials: Brc1ccc(I)cc1, CCOC(C)=O, CC(C)[Mg+], [Cl-], [Cl-], [NH4+], O=C1CCCCC1, C1CCOC1. Yields the product OC1(c2ccc(Br)cc2)CCCCC1. Reaction SMILES: [Br:1][c:2]1[cH:3][cH:4][c:5]([I:8])[cH:6][cH:7]1.[CH3:28][CH2:29][O:30][C:31](=[O:32])[CH3:33].[CH:10]([Mg+:11])([CH3:12])[CH3:13].[Cl-:21].[Cl-:9].[NH4+:22].[O:14]=[C:15]1[CH2:16][CH2:17][CH2:18][CH2:19][CH2:20]1.[O:23]1[CH2:24][CH2:25][CH2:26][CH2:27]1>>[Br:1][c:2]1[cH:3][cH:4][c:5]([C:15]2([OH:14])[CH2:16][CH2:17][CH2:18][CH2:19][CH2:20]2)[cH:6][cH:7]1. Reactants: FB(F)F, CCOCC, C=C(C)Cc1cccc(OCC)c1O, Cc1ccccc1, [Na+], [OH-]. The product is CCOc1cccc2c1OC(C)(C)C2. Reaction SMILES: [B:20]([F:21])([F:22])[F:23].[CH2:15]([O:16][CH2:17][CH3:18])[CH3:19].[CH2:1]([CH3:2])[O:3][c:4]1[c:5]([OH:14])[c:6]([CH2:10][C:11](=[CH2:12])[CH3:13])[cH:7][cH:8][cH:9]1.[CH3:26][c:27]1[cH:28][cH:29][cH:30][cH:31][cH:32]1.[Na+:25].[OH-:24]>>[CH2:1]([CH3:2])[O:3][c:4]1[c:5]2[c:6]([cH:7][cH:8][cH:9]1)[CH2:10][C:11]([CH3:12])([CH3:13])[O:14]2. As a reaction SMILES: [CH3:34][S:35]([CH3:36])=[O:37].[CH3:38][CH2:39][O:40][C:41]([CH3:42])=[O:43].[Cl:23][CH2:24][C:25](=[O:26])[N:27]1[CH:28]([C:32]#[N:33])[CH2:29][CH2:30][CH2:31]1.[K+:17].[K+:18].[O-:19][C:20]([O-:21])=[O:22].[c:1]1([C:7]23[CH2:8][C:9]4([NH2:16])[CH2:10][CH:11]([CH2:12][CH:13]4[CH2:14]2)[CH2:15]3)[cH:2][cH:3][cH:4][cH:5][cH:6]1>>[c:1]1([C:7]23[CH2:8][C:9]4([NH:16][CH2:24][C:25](=[O:26])[N:27]5[CH:28]([C:32]#[N:33])[CH2:29][CH2:30][CH2:31]5)[CH2:10][CH:11]([CH2:12][CH:13]4[CH2:14]2)[CH2:15]3)[cH:2][cH:3][cH:4][cH:5][cH:6]1. Product: N#CC1CCCN1C(=O)CNC12CC3CC1CC(c1ccccc1)(C3)C2. Reactants: CS(C)=O, CCOC(C)=O, N#CC1CCCN1C(=O)CCl, [K+], [K+], O=C([O-])[O-], NC12CC3CC1CC(c1ccccc1)(C3)C2. Reactants: Cc1ccccc1, NCCCc1ccc(CCCN)nc1, O. Yields the product NCCCc1ccc2c(n1)NCCC2. As a reaction SMILES: [CH3:15][c:16]1[cH:17][cH:18][cH:19][cH:20][cH:21]1.[NH2:1][CH2:2][CH2:3][CH2:4][c:5]1[n:6][cH:7][c:8]([CH2:11][CH2:12][CH2:13][NH2:14])[cH:9][cH:10]1.[OH2:22]>>[NH2:1][CH2:2][CH2:3][CH2:4][c:5]1[n:6][c:7]2[c:8]([cH:9][cH:10]1)[CH2:11][CH2:12][CH2:13][NH:14]2. The reactants are CO, COC(=O)C(C)(N)C=C=O, C1COCCN1. Yields the product C1COCCN1, CC(N)(C=C=O)C(=O)O. Reaction SMILES: [CH3:17][OH:18].[CH3:1][O:2][C:3]([C:4]([CH:5]=[C:6]=[O:7])([CH3:8])[NH2:9])=[O:10].[O:11]1[CH2:12][CH2:13][NH:14][CH2:15][CH2:16]1>>[O:11]1[CH2:12][CH2:13][NH:14][CH2:15][CH2:16]1.[O:2]=[C:3]([C:4]([CH:5]=[C:6]=[O:7])([CH3:8])[NH2:9])[OH:10]. Starting materials: O=C(O)c1ccc(Cl)cn1, CC1(C)OC(N)=NC(C)(c2cc(N)ccc2F)C1(F)F. Product: CC1(C)OC(N)=NC(C)(c2cc(NC(=O)c3ccc(Cl)cn3)ccc2F)C1(F)F. As a reaction SMILES: [Cl:21][c:22]1[cH:23][cH:24][c:25]([C:28](=[O:29])[OH:30])[n:26][cH:27]1.[NH2:1][c:2]1[cH:3][cH:4][c:5]([F:20])[c:6]([C:8]2([CH3:19])[N:9]=[C:10]([NH2:18])[O:11][C:12]([CH3:16])([CH3:17])[C:13]2([F:14])[F:15])[cH:7]1>>[NH:1]([c:2]1[cH:3][cH:4][c:5]([F:20])[c:6]([C:8]2([CH3:19])[N:9]=[C:10]([NH2:18])[O:11][C:12]([CH3:16])([CH3:17])[C:13]2([F:14])[F:15])[cH:7]1)[C:28]([c:25]1[cH:24][cH:23][c:22]([Cl:21])[cH:27][n:26]1)=[O:29]. Yields the product CC(C)(C)[Si](C)(C)OC(CN=[N+]=[N-])c1ccc(OCc2ccccc2)c(NC=O)c1. RXN SMILES: [CH2:1]([O:2][c:3]1[cH:4][cH:5][c:6]([CH:7]([OH:8])[CH2:9][Br:10])[cH:11][c:12]1[CH2:13][O:14][Si:21]([CH3:22])([CH3:23])[C:24]([CH3:25])([CH3:26])[CH3:27])[c:15]1[cH:16][cH:17][cH:18][cH:19][cH:20]1.[N:28](=[N+:29]=[N-:30])[CH2:31][CH:32]([OH:33])[c:34]1[cH:35][cH:36][c:37]([O:43][CH2:44][c:45]2[cH:46][cH:47][cH:48][cH:49][cH:50]2)[c:38]([NH:40][CH:41]=[O:42])[cH:39]1>>[Si:21]([CH3:22])([CH3:23])([C:24]([CH3:25])([CH3:26])[CH3:27])[O:33][CH:32]([CH2:31][N:28]=[N+:29]=[N-:30])[c:34]1[cH:35][cH:36][c:37]([O:43][CH2:44][c:45]2[cH:46][cH:47][cH:48][cH:49][cH:50]2)[c:38]([NH:40][CH:41]=[O:42])[cH:39]1. The reactants are CC(C)(C)[Si](C)(C)OCc1cc(C(O)CBr)ccc1OCc1ccccc1, [N-]=[N+]=NCC(O)c1ccc(OCc2ccccc2)c(NC=O)c1.